From a dataset of the Open Reaction Database (ORD), a public repository of structured organic reaction records. describe an organic reaction: reactants, conditions, products, and yield Starting materials: CC(=O)OC1CSC(Oc2cccc(I)c2)C(OC(C)=O)C1OC(C)=O, Cc1noc(C)c1B(O)O. The product is CC(=O)OC1CSC(Oc2cccc(-c3c(C)noc3C)c2)C(OC(C)=O)C1OC(C)=O. RXN SMILES: [C:1]([CH3:2])(=[O:3])[O:4][CH:5]1[CH:6]([O:7][c:8]2[cH:9][c:10]([I:14])[cH:11][cH:12][cH:13]2)[S:15][CH2:16][CH:17]([O:23][C:24]([CH3:25])=[O:26])[CH:18]1[O:19][C:20]([CH3:21])=[O:22].[CH3:27][c:28]1[n:29][o:30][c:31]([CH3:36])[c:32]1[B:33]([OH:34])[OH:35]>>[C:1]([CH3:2])(=[O:3])[O:4][CH:5]1[CH:6]([O:7][c:8]2[cH:9][c:10](-[c:32]3[c:28]([CH3:27])[n:29][o:30][c:31]3[CH3:36])[cH:11][cH:12][cH:13]2)[S:15][CH2:16][CH:17]([O:23][C:24]([CH3:25])=[O:26])[CH:18]1[O:19][C:20]([CH3:21])=[O:22]. The solvent is ClC1=C(C=CC=C1)Cl (o-dichlorobenzene). Reaction SMILES: [Cl:1][C:2]1[CH:3]=[C:4]([CH:9]2[C:18]3[C:13](=[CH:14][CH:15]=[CH:16][CH:17]=3)[C:12](=[N:19][CH3:20])[CH2:11][CH2:10]2)[CH:5]=[CH:6][C:7]=1[Cl:8].O1CCCC1.[H][H]>[Ni].ClC1C=CC=CC=1Cl>[CH3:20][NH:19][C@@H:12]1[C:13]2[CH:14]=[CH:15][CH:16]=[CH:17][C:18]=2[C@H:9]([C:4]2[CH:5]=[CH:6][C:7]([Cl:8])=[C:2]([Cl:1])[CH:3]=2)[CH2:10][CH2:11]1. The reagents and catalysts are [Ni] (Raney Nickel). The yield is 0.8%. Procedure: N-[4-(3,4-dichlorophenyl)-3,4-dihydro-1(2H)naphthalenylidene]methanamine (Ketimine) (50 g), tetrahydrofuran (300 ml), Raney Nickel (0.15 g wet basis) and o-dichlorobenzene (25 ml) are charged into a reaction vessel. The mixture is hydrogenated at 5 to 6 kg/cm2 over pressure of hydrogen for 6 to 7 hrs at about 28 to 30° C. The catalyst is removed by filtration and the cake is washed with 50 ml tetrahydrofuran. The cis to trans ratio is 85 to 87/15 to 13. The amount of dehalogenated byproduct is <... Product: CN[C@H]1CC[C@H](C2=C1C=CC=C2)C=3C=CC(=C(C3)Cl)Cl (Sertraline). Reactants: ClC=1C=C(C=CC1Cl)C1CCC(C2=CC=CC=C12)=NC (N-[4-(3,4-dichlorophenyl)-3,4-dihydro-1(2H)naphthalenylidene]methanamine), O1CCCC1 (tetrahydrofuran), [H][H] (hydrogen). The reactants are C1(CC1)NC1=C2C(=NC=C1C(=O)OCC)N(N=C2)CC (ethyl 4-cyclopropylamino-1-ethyl-1H-pyrazolo[3,4-b]pyridine-5-carboxylate), [OH-].[Na+] (sodium hydroxide), O (Water). Run in C(C)O (ethanol). Run at time 14 hour. The product is C1(CC1)NC1=C2C(=NC=C1C(=O)O)N(N=C2)CC (4-cyclopropylamino-1-ethyl-1H-pyrazolo[3,4-b]pyridine-5-carboxylic acid). As a reaction SMILES: [CH:1]1([NH:4][C:5]2[C:10]([C:11]([O:13]CC)=[O:12])=[CH:9][N:8]=[C:7]3[N:16]([CH2:19][CH3:20])[N:17]=[CH:18][C:6]=23)[CH2:3][CH2:2]1.[OH-].[Na+].O>C(O)C>[CH:1]1([NH:4][C:5]2[C:10]([C:11]([OH:13])=[O:12])=[CH:9][N:8]=[C:7]3[N:16]([CH2:19][CH3:20])[N:17]=[CH:18][C:6]=23)[CH2:2][CH2:3]1 |f:1.2|. Procedure details: To a solution of ethyl 4-cyclopropylamino-1-ethyl-1H-pyrazolo[3,4-b]pyridine-5-carboxylate (1 g, 0.0036 mole) in ethanol, sodium hydroxide solution (440 mg in 2 ml water) was added. The reaction mixture was stirred for about 14 hours at ambient temperature. Water was added and the reaction mixture was extracted with ethyl acetate. Aqueous layer was acidified by using hydrochloric acid (2N) to pH of about 4-5. White solid, which was obtained, was filtered and dried in vacuo. Yield: 35.1%. The reactants are CC(C)N1CCC(CC1)CC1CCN(CC1)C(=O)OC(C)(C)C (1,1-Dimethylethyl 4-{[1-(1-methylethyl)-4-piperidinyl]methyl}-1-piperidinecarboxylate). Reaction SMILES: C[CH:2]([N:4]1[CH2:9][CH2:8][CH:7]([CH2:10][CH:11]2[CH2:16][CH2:15][N:14](C(OC(C)(C)C)=O)[CH2:13][CH2:12]2)[CH2:6][CH2:5]1)C>Cl.O1CCOCC1>[CH3:2][N:4]1[CH2:9][CH2:8][CH:7]([CH2:10][CH:11]2[CH2:16][CH2:15][NH:14][CH2:13][CH2:12]2)[CH2:6][CH2:5]1 |f:1.2|. Procedure: 1,1-Dimethylethyl 4-{[1-(1-methylethyl)-4-piperidinyl]methyl}-1-piperidinecarboxylate (may be prepared as described in Description 3) (3.1 g) was stirred in a solution of HCl-Dioxane (50 ml, 4M) for 2 h. The solvent was evaporated and the product was dissolved in saturated potassium carbonate (25 ml). The solution was extracted into dichloromethane (3×50 ml) and the combined organics dried (Na2SO4) and evaporated to give the title compound (D19) (0.658 g). The product is CN1CCC(CC1)CC1CCNCC1 (1-Methyl-4-(4-piperidinylmethyl)piperidine). The solvent is Cl.O1CCOCC1 (HCl Dioxane). Isolated yield 29.5%. Reaction SMILES: CO[CH:3](OC)[CH2:4][S:5][C:6]1[CH:11]=[CH:10][C:9]([O:12][CH3:13])=[CH:8][CH:7]=1>ClC1C=CC=CC=1>[CH3:13][O:12][C:9]1[CH:10]=[CH:11][C:6]2[S:5][CH:4]=[CH:3][C:7]=2[CH:8]=1. Reactants: polyphosphoric acid, COC(CSC1=CC=C(C=C1)OC)OC (1-(2,2-dimethoxyethylsulfanyl)-4-methoxybenzene). Yields the product COC1=CC2=C(SC=C2)C=C1 (5-Methoxybenzo[b]thiophene). Procedure: Under a nitrogen atmosphere, polyphosphoric acid (10 g) was added to anhydrous chlorobenzene (150 ml). To the resulting mixture, 1-(2,2-dimethoxyethylsulfanyl)-4-methoxybenzene (5.2 g, 22.7 mmol) was added under refluxing over 1.5 hours and the reaction mixture was heated to reflux overnight. The reaction was cooled to room temperature, and then the organic layer was separated. To the polyphosphoric acid layer, water was added and the obtained solution was extracted with methylene chloride. All ... Run in ClC1=CC=CC=C1 (chlorobenzene). Reactants: C(#N)C1=C(C(=C(S1)C(=O)N)C)C (5-cyano-3,4-dimethylthiophene-2-carboxamide), Cl (hydrochloric acid). Reagents/catalysts: [Pd] (Pd on carbon). Run in CO (methanol). The product is Cl.NCC1=C(C(=C(S1)C(=O)N)C)C (5-Aminomethyl-3,4-dimethylthiophene-2-carboxamide hydrochloride). As a reaction SMILES: [C:1]([C:3]1[S:7][C:6]([C:8]([NH2:10])=[O:9])=[C:5]([CH3:11])[C:4]=1[CH3:12])#[N:2].[ClH:13]>CO.[Pd]>[ClH:13].[NH2:2][CH2:1][C:3]1[S:7][C:6]([C:8]([NH2:10])=[O:9])=[C:5]([CH3:11])[C:4]=1[CH3:12] |f:4.5|. Reported procedure: 19 g (105.42 mmol) of 5-cyano-3,4-dimethylthiophene-2-carboxamide were suspended in 760 ml of methanol and 110 ml of 2N hydrochloric acid solution and, after addition of 9.5 g of Pd on carbon (10%), hydrogenated at room temperature. After uptake of 4.7 l of hydrogen (4 h), methanol was distilled out in vacuo, and the aqueous phase was extracted three times with ethyl acetate and then freeze dried. 16.3 g of the required product were obtained as a white solid (70.4% of theory).